Dataset: the Open Reaction Database (ORD), a public repository of structured organic reaction records. Task: describe an organic reaction: reactants, conditions, products, and yield Reactants: CCO, O=C1Nc2cccnc2N(C(=O)CCl)c2ccccc21, OCCCN1CCNCC1, [Na+], [Na+], O=C([O-])[O-]. The product is O=C1Nc2cccnc2N(C(=O)CN2CCN(CCCO)CC2)c2ccccc21. As a reaction SMILES: [CH3:37][CH2:38][OH:39].[Cl:11][CH2:12][C:13](=[O:14])[N:15]1[c:16]2[c:17]([cH:27][cH:28][cH:29][n:30]2)[NH:18][C:19](=[O:26])[c:20]2[c:21]1[cH:22][cH:23][cH:24][cH:25]2.[N:1]1([CH2:7][CH2:8][CH2:9][OH:10])[CH2:2][CH2:3][NH:4][CH2:5][CH2:6]1.[Na+:31].[Na+:32].[O-:33][C:34](=[O:35])[O-:36]>>[N:1]1([CH2:7][CH2:8][CH2:9][OH:10])[CH2:2][CH2:3][N:4]([CH2:12][C:13](=[O:14])[N:15]2[c:16]3[c:17]([cH:27][cH:28][cH:29][n:30]3)[NH:18][C:19](=[O:26])[c:20]3[c:21]2[cH:22][cH:23][cH:24][cH:25]3)[CH2:5][CH2:6]1.